This data is from the Open Reaction Database (ORD), a public repository of structured organic reaction records. The task is: describe an organic reaction: reactants, conditions, products, and yield Starting materials: C[Mg]I (methyl magnesium iodide), C(#C)C(C1=CC(=CC=C1)C(C1=CC=CC=C1)=O)O (α-ethynyl-3-benzoylbenzyl alcohol), S(O)(O)(=O)=O (sulphuric acid), S(=S)(=O)([O-])[O-].[Na+].[Na+] (sodium thiosulphate). Run in CCOCC (ether), CCOCC (ether), O1CCCC1 (tetrahydrofuran). Run at temperature 20 celsius, time 10 minute. Yields the product C(#C)C(C1=CC(=CC=C1)C(=C)C1=CC=CC=C1)O (α-Ethynyl-3-(1-phenylvinyl)benzyl alcohol), nD20. Isolated yield 96.0%. RXN SMILES: [CH3:1][Mg]I.[C:4]([CH:6]([OH:21])[C:7]1[CH:12]=[CH:11][CH:10]=[C:9]([C:13](=O)[C:14]2[CH:19]=[CH:18][CH:17]=[CH:16][CH:15]=2)[CH:8]=1)#[CH:5].S(=O)(=O)(O)O.S([O-])([O-])(=O)=S.[Na+].[Na+]>CCOCC.O1CCCC1>[C:4]([CH:6]([OH:21])[C:7]1[CH:12]=[CH:11][CH:10]=[C:9]([C:13]([C:14]2[CH:19]=[CH:18][CH:17]=[CH:16][CH:15]=2)=[CH2:1])[CH:8]=1)#[CH:5] |f:3.4.5|. Procedure details: To methyl magnesium iodide (1.4 g) in ether (25 cm3) was added a solution of α-ethynyl-3-benzoylbenzyl alcohol (0.5 g) in ether (10 cm3) with stirring during 10 minutes at 20° C., then the mixture refluxed for 5 minutes and poured onto a mixture of 40% sulphuric acid (40 cm3), sodium thiosulphate (3 g) and tetrahydrofuran (20 cm3). After 16 hours at 20° C., this mixture was extracted with ether (3×150 cm3), washed with sodium thiosulphate solution (2M), saturated sodium chloride, dried and final... Run at temperature -50 celsius. Yields the product C(C)C(C(=O)OC(C)C)(O)CC(=O)OC(C)C (diisopropyl ethylmalate). As a reaction SMILES: [CH:1](NC(C)C)(C)[CH3:2].C([Li])CCC.[C:13]([O:24][CH:25]([CH3:27])[CH3:26])(=[O:23])[CH:14]([CH2:16][C:17]([O:19][CH:20]([CH3:22])[CH3:21])=[O:18])[OH:15].C(O)(=O)[C@@H](CC(O)=O)O.C(I)C.C(O)(=O)CC(CC(O)=O)(C(O)=O)O>CN(C)P(N(C)C)(N(C)C)=O.C1COCC1>[CH2:1]([C:14]([CH2:16][C:17]([O:19][CH:20]([CH3:22])[CH3:21])=[O:18])([OH:15])[C:13]([O:24][CH:25]([CH3:27])[CH3:26])=[O:23])[CH3:2]. Run in CN(P(=O)(N(C)C)N(C)C)C (hexamethylphosphoramide), CN(C)P(=O)(N(C)C)N(C)C (HMPA), C1CCOC1 (THF). Reported procedure: To a stirred solution of diisopropylamine (19.69 ml., 140 mmole) in 200 ml. of dry THF maintained under nitrogen at 0° C. was added with stirring n-butyl lithium (86.68 ml., 134.37 mmole). After 10 minutes the solution was cooled to about -50° C. and a solution of diisopropyl malate (13.95 g., 63.99 mmole) prepared with D-malic acid in dry hexamethylphosphoramide, HMPA (11.45 ml., 63.99 mmole) was added. The resulting red solution was allowed to warm to a temperature of about -10° C., and after ... Starting materials: C(C(O)CC(=O)OC(C)C)(=O)OC(C)C (diisopropyl malate), C([C@H](O)CC(=O)O)(=O)O (D-malic acid), C(C)(C)NC(C)C (diisopropylamine), C(C)I (ethyl iodide), C(CCC)[Li] (n-butyl lithium), C(CC(O)(C(=O)O)CC(=O)O)(=O)O (citric acid). The yield is 98.4%.